This data is from the Open Reaction Database (ORD), a public repository of structured organic reaction records. The task is: describe an organic reaction: reactants, conditions, products, and yield The reactants are NC1=NC(=NC=C1C(=O)C1=C(C=CC(=C1)F)OC)NC1CCNCC1 ([4-amino-2-(piperidin-4-ylamino)-pyrimidin-5-yl]-(5-fluoro-2-methoxy-phenyl)-methanone), CN1N=C(C(=C1C)S(=O)(=O)Cl)C (1,3,5-trimethyl-1H-pyrazole-4-sulfonyl chloride). Product: NC1=NC(=NC=C1C(=O)C1=C(C=CC(=C1)F)OC)NC1CCN(CC1)S(=O)(=O)C=1C(=NN(C1C)C)C ([4-Amino-2-[1-(1,3,5-trimethyl-1H-pyrazole-4-sulfonyl)-piperidin-4-ylamino]-pyrimidin-5-yl]-(5-fluoro-2-methoxy-phenyl)-methanone). Reaction SMILES: [NH2:1][C:2]1[C:7]([C:8]([C:10]2[CH:15]=[C:14]([F:16])[CH:13]=[CH:12][C:11]=2[O:17][CH3:18])=[O:9])=[CH:6][N:5]=[C:4]([NH:19][CH:20]2[CH2:25][CH2:24][NH:23][CH2:22][CH2:21]2)[N:3]=1.[CH3:26][N:27]1[C:31]([CH3:32])=[C:30]([S:33](Cl)(=[O:35])=[O:34])[C:29]([CH3:37])=[N:28]1>>[NH2:1][C:2]1[C:7]([C:8]([C:10]2[CH:15]=[C:14]([F:16])[CH:13]=[CH:12][C:11]=2[O:17][CH3:18])=[O:9])=[CH:6][N:5]=[C:4]([NH:19][CH:20]2[CH2:21][CH2:22][N:23]([S:33]([C:30]3[C:29]([CH3:37])=[N:28][N:27]([CH3:26])[C:31]=3[CH3:32])(=[O:34])=[O:35])[CH2:24][CH2:25]2)[N:3]=1. Reported procedure: The title compound was prepared from [4-amino-2-(piperidin-4-ylamino)-pyrimidin-5-yl]-(5-fluoro-2-methoxy-phenyl)-methanone, Example 59, and 1,3,5-trimethyl-1H-pyrazole-4-sulfonyl chloride (Maybridge) by the procedure described in Example 152. HR-MS (ES, m/z) calculated for C23H28FN7O4S [(M+H)+] 518.1981, observed 518.1986. Reactants: COC=1C=C(C(=O)N)C=CC1 (3-Methoxybenzamide), C(C=O)(=O)OC (methyl glyoxylate). Solvent: C1(=CC=CC=C1)C (toluene). Yields the product COC(CONC(C1=CC(=CC=C1)OC)=O)=O (Methyl-[3-Methoxybenzoylamino(hydroxy)]acetate). As a reaction SMILES: [CH3:1][O:2][C:3]1[CH:4]=[C:5]([CH:9]=[CH:10][CH:11]=1)[C:6]([NH2:8])=[O:7].[C:12]([O:16][CH3:17])(=[O:15])[CH:13]=[O:14]>C1(C)C=CC=CC=1>[CH3:17][O:16][C:12](=[O:15])[CH2:13][O:14][NH:8][C:6](=[O:7])[C:5]1[CH:9]=[CH:10][CH:11]=[C:3]([O:2][CH3:1])[CH:4]=1. Procedure: 3-Methoxybenzamide (13.25 g) and methyl glyoxylate (7.72 g) in toluene (150 ml) were heated under reflux in a Dean-Stark apparatus for 6 hours. On cooling the mixture the product separated and was crystallised from toluene. Yield, 12.0 g, m.p. 93°-94°. The reactants are C(C)C1=CC=C(OCC=C(CCC=C(C)C)C)C=C1 (1-(p-ethylphenoxy)-3,7-dimethyl-2,6-octadiene), [Na] (sodium), C(C)C1=CC=C(C=C1)O (p-ethylphenol), C(\C=C(/C)\CCC=C(C)C)Br (geranyl bromide). Run in C(C)O (ethanol). Product: C(\C=C(/C)\CCC=C(C)C)OC1=CC=C(C=C1)CC (p-ethylphenyl geranyl ether). As a reaction SMILES: [CH2:1]([C:3]1[CH:19]=[CH:18][C:6]([O:7][CH2:8][CH:9]=[C:10]([CH3:17])[CH2:11][CH2:12][CH:13]=[C:14]([CH3:16])[CH3:15])=[CH:5][CH:4]=1)[CH3:2].[Na].C(C1C=CC(O)=CC=1)C.C(Br)/C=C(/CCC=C(C)C)\C>C(O)C>[CH2:8]([O:7][C:6]1[CH:18]=[CH:19][C:3]([CH2:1][CH3:2])=[CH:4][CH:5]=1)/[CH:9]=[C:10](/[CH2:11][CH2:12][CH:13]=[C:14]([CH3:16])[CH3:15])\[CH3:17] |^1:19|. Procedure: For the synthesis of the two compounds the intermediate, 1-(p-ethylphenoxy)-3,7-dimethyl-2,6-octadiene, was prepared as described by R. E. Redfern et al., Journal of Economic Entomology, 64, 374-376 (1971). The procedure is essentially as follows: The sodium salt of p-ethylphenol was refluxed with geranyl bromide (1-bromo-3,7-dimethyl-2,6-octadiene) in ethanol for several hours to form the p-ethylphenyl geranyl ether which was worked up and distilled in the usual manner; b.p. 122-124/0.06 mm Hg.